Dataset: the Open Reaction Database (ORD), a public repository of structured organic reaction records. Task: describe an organic reaction: reactants, conditions, products, and yield Reactants: ( a ), [Cl-].[Cl-].[Cl-].[Al+3] (aluminum trichloride), CC1=CC=C(O1)C(C)(O)C1OC(CC1)(C=C)C (1-(5-methyl-fur-2-yl)-1-(5-methyl-5-vinyl-tetrahydrofur-2-yl)-ethanol), [H-].[Al+3].[Li+].[H-].[H-].[H-] (lithium-aluminum hydride). The solvent is C(C)OCC (diethyl ether). Product: CC1=CC=C(O1)C(C)C1OC(CC1)(C=C)C (1-(5-methyl-fur-2-yl)-1-(5-methyl-5-vinyl-tetra-hydrofur-2-yl-)-ethane). The yield is 45.1%. Reaction SMILES: [Cl-].[Cl-].[Cl-].[Al+3].[H-].[Al+3].[Li+].[H-].[H-].[H-].[CH3:11][C:12]1[O:16][C:15]([C:17]([CH:20]2[CH2:24][CH2:23][C:22]([CH3:27])([CH:25]=[CH2:26])[O:21]2)(O)[CH3:18])=[CH:14][CH:13]=1>C(OCC)C>[CH3:11][C:12]1[O:16][C:15]([CH:17]([CH:20]2[CH2:24][CH2:23][C:22]([CH3:27])([CH:25]=[CH2:26])[O:21]2)[CH3:18])=[CH:14][CH:13]=1 |f:0.1.2.3,4.5.6.7.8.9|. Procedure: 52.5 g of aluminum trichloride were progressively added to 200 ml of anhydrous diethyl ether, followed by 7.5 g of lithium-aluminum hydride. The above mixture was then cooled to 0° and 35 g of crude 1-(5-methyl-fur-2-yl)-1-(5-methyl-5-vinyl-tetrahydrofur-2-yl)-ethanol -- see letter (a) -- were then added dropwise, under vigourous stirring. 30 min. after addition of the reactants, the obtained mixture was poured onto crushed ice and the organic layer extracted with ether, washed with a saturated ... The reactants are OC1=CC(=CC=2OC(C3=C(C21)CC(CC3)C)(C)C)C (1-hydroxy-7,8,9,10-tetrahydro-3,6,6,9-tetramethyl-6H-dibenzo[ b,d]pyran), C(C)(=O)OC(C)=O (acetic anhydride). The solvent is N1=CC=CC=C1 (pyridine). The product is C(C)(=O)OC1=CC(=CC=2OC(C3=C(C21)CC(CC3)C)(C)C)C (1-Acetoxy-7,8,9,10-tetrahydro-3,6,6,9-tetramethyl-6H-dibenzo[ b,d]pyran). RXN SMILES: [OH:1][C:2]1[C:11]2[C:10]3[CH2:12][CH:13]([CH3:16])[CH2:14][CH2:15][C:9]=3[C:8]([CH3:18])([CH3:17])[O:7][C:6]=2[CH:5]=[C:4]([CH3:19])[CH:3]=1.[C:20](OC(=O)C)(=[O:22])[CH3:21]>N1C=CC=CC=1>[C:20]([O:1][C:2]1[C:11]2[C:10]3[CH2:12][CH:13]([CH3:16])[CH2:14][CH2:15][C:9]=3[C:8]([CH3:18])([CH3:17])[O:7][C:6]=2[CH:5]=[C:4]([CH3:19])[CH:3]=1)(=[O:22])[CH3:21]. Procedure details: A solution of 1-hydroxy-7,8,9,10-tetrahydro-3,6,6,9-tetramethyl-6H-dibenzo[ b,d]pyran (9.07 g., 0.035 mole) and acetic anhydride (7.1 g., 0.07 mole) in 25 ml. of pyridine was warmed over a steam bath for 2 hours. The reaction mixture was allowed to cool to room temperature and pyridine was removed by evaporation under reduced pressure. Water was added to the residue and the aqueous mixture was extracted with three portions of ether. The ethereal extracts were combined, washed with water, 6N HCl,... Reactants: ClC1=CC=C2C=COC(C2=C1)=O (7-Chloro-isochromen-1-one), N[C@H](C(=O)OC(C)(C)C)CC ((S)-2-aminobutyric acid, tert-butyl ester). Run at temperature 85 celsius. The product is C(C)(C)(C)OC(C(CC)N1C(C2=CC(=CC=C2CC1NC(CC)C(=O)OC(C)(C)C)Cl)=O)=O (2-[3-(1-tertButoxycarbonyl-propylamino)-7-chloro-1-oxo-3,4-dihydro-1H-isoquinolin-2-yl]-butyric acid tert-butyl ester). The yield is 64.2%. RXN SMILES: [Cl:1][C:2]1[CH:11]=[C:10]2[C:5]([CH:6]=[CH:7]O[C:9]2=[O:12])=[CH:4][CH:3]=1.[NH2:13][C@@H:14]([CH2:22][CH3:23])[C:15]([O:17][C:18]([CH3:21])([CH3:20])[CH3:19])=[O:16]>>[C:18]([O:17][C:15](=[O:16])[CH:14]([N:13]1[CH:7]([NH:13][CH:14]([C:15]([O:17][C:18]([CH3:19])([CH3:21])[CH3:20])=[O:16])[CH2:22][CH3:23])[CH2:6][C:5]2[C:10](=[CH:11][C:2]([Cl:1])=[CH:3][CH:4]=2)[C:9]1=[O:12])[CH2:22][CH3:23])([CH3:19])([CH3:21])[CH3:20]. Procedure details: A mixture of 7-Chloro-isochromen-1-one (10 g) and (S)-2-aminobutyric acid, tert-butyl ester (22 g) was heated at 85° C. for 24 hours. The mixture was then cooled and purified by flash chromatography (5-25% ethyl acetate/hexane) to afford the sub-title compound as a yellow oil (17.1 g, 64%): 1H NMR (400 MHz, CDCl3) δ 0.68-1.32 (6H, m), 1.50 (21H, m), 1.92 (1H, m), 2.15 (1H, m), 2.82-3.40 (3H, m), 4.41 (1H, m), 4.68 (1H, m), 7.11 (1H, m),7.35-7.52 (1H, m), 8.05 (1H, m). The reactants are C1(=CC=CC=C1)C1=CC2=C(OCC=3N2C(=NN3)C(F)(F)F)N=C1C1=CC=C(C=C1)C1(CCC1)NC(OC(C)(C)C)=O (Tert-butyl (1-(4-(8-phenyl-1-(trifluoromethyl)-4H-pyrido[2,3-b][1,2,4]triazolo[4,3-d][1,4]oxazin-7-yl)phenyl)cyclobutyl)carbamate). The solvent is C(=O)(C(F)(F)F)O (TFA). Conditions: time 30 second. The product is C1(=CC=CC=C1)C1=CC2=C(OCC=3N2C(=NN3)C(F)(F)F)N=C1C1=CC=C(C=C1)C1(CCC1)N (1-(4-(8-phenyl-1-(trifluoromethyl)-4H-pyrido[2,3-b][1,2,4]triazolo[4,3-d][1,4]oxazin-7-yl)phenyl)cyclobutanamine). The yield is 27.0%. RXN SMILES: [C:1]1([C:7]2[C:23]([C:24]3[CH:29]=[CH:28][C:27]([C:30]4([NH:34]C(=O)OC(C)(C)C)[CH2:33][CH2:32][CH2:31]4)=[CH:26][CH:25]=3)=[N:22][C:10]3[O:11][CH2:12][C:13]4[N:14]([C:15]([C:18]([F:21])([F:20])[F:19])=[N:16][N:17]=4)[C:9]=3[CH:8]=2)[CH:6]=[CH:5][CH:4]=[CH:3][CH:2]=1>C(O)(C(F)(F)F)=O>[C:1]1([C:7]2[C:23]([C:24]3[CH:25]=[CH:26][C:27]([C:30]4([NH2:34])[CH2:33][CH2:32][CH2:31]4)=[CH:28][CH:29]=3)=[N:22][C:10]3[O:11][CH2:12][C:13]4[N:14]([C:15]([C:18]([F:20])([F:19])[F:21])=[N:16][N:17]=4)[C:9]=3[CH:8]=2)[CH:2]=[CH:3][CH:4]=[CH:5][CH:6]=1. Reported procedure: Tert-butyl (1-(4-(8-phenyl-1-(trifluoromethyl)-4H-pyrido[2,3-b][1,2,4]triazolo[4,3-d][1,4]oxazin-7-yl)phenyl)cyclobutyl)carbamate (7 mg, 0.012 mmol) was dissolved in TFA (1 ml) and stirred for 30 seconds. The solution was immediately concentrated to dryness under reduced pressure. The residue was dissolved in diethyl ether (˜2 ml) and concentrated to dryness under reduced pressure. This was repeated three times. The residue was then slurred in diethyl ether (2 ml) and after settling the supernat...